From a dataset of the Open Reaction Database (ORD), a public repository of structured organic reaction records. describe an organic reaction: reactants, conditions, products, and yield Reaction SMILES: [C:1]([O:5][C:6](=[O:28])[NH:7][CH2:8][CH2:9][N:10]([C:24](=[O:27])[CH:25]=[CH2:26])[CH:11]1[CH2:16][CH2:15][N:14]([CH2:17][C:18]2[CH:23]=[CH:22][CH:21]=[CH:20][CH:19]=2)[CH2:13][CH2:12]1)([CH3:4])([CH3:3])[CH3:2].CC(C)([O-])C.[K+]>CN(C=O)C>[C:1]([O:5][C:6]([N:7]1[CH2:26][CH2:25][C:24](=[O:27])[N:10]([CH:11]2[CH2:16][CH2:15][N:14]([CH2:17][C:18]3[CH:23]=[CH:22][CH:21]=[CH:20][CH:19]=3)[CH2:13][CH2:12]2)[CH2:9][CH2:8]1)=[O:28])([CH3:4])([CH3:2])[CH3:3] |f:1.2|. Product: C(C)(C)(C)OC(=O)N1CCN(C(CC1)=O)C1CCN(CC1)CC1=CC=CC=C1 (4-(1-Benzyl-piperidin-4-yl)-5-oxo-[1,4]diazepane-1-carboxylic acid tert-butyl ester). Conditions: time 2 hour. Reactants: C(C)(C)(C)OC(NCCN(C1CCN(CC1)CC1=CC=CC=C1)C(C=C)=O)=O ({2-[Acryloyl-(1-benzyl-piperidin-4-yl)-amino]-ethyl}-carbamic acid tert-butyl ester), CC(C)([O-])C.[K+] (potassium tert-butoxide). Reported procedure: To a solution of {2-[Acryloyl-(1-benzyl-piperidin-4-yl)-amino]-ethyl}-carbamic acid tert-butyl ester (4.6 g, 12 mmol) in DMF (40 ml) was added potassium tert-butoxide (0.1 g, 1 mmol) and the reaction stirred for 2 h after which time it was concentrated, the residue dissolved in CH2Cl2, washed with saturated NaHCO3, dried (Na2SO4), and concentrated. The product was isolated by flash column chromatography (CH2Cl2:MeOH 9:1) to afford the title compound (3.5 g, 75%) as a white solid. MS: 388.3 (MH+) The yield is 75.3%. The solvent is CN(C)C=O (DMF).